Dataset: the Open Reaction Database (ORD), a public repository of structured organic reaction records. Task: describe an organic reaction: reactants, conditions, products, and yield The reactants are C(C1=CC=CC=C1)OC(=O)C=1C=C2C(=CN(C2=CC1)C)CC1=C(C=C(C(=O)OC)C=C1)OC (methyl 4-(5-benzyloxycarbonyl-1-methylindol-3-ylmethyl)-3-methoxybenzoate), C(=O)O (formic acid). Reagents/catalysts: [Pd] (palladium on carbon). Run in CN(C=O)C (N,N-dimethylformamide). Reaction conditions: time 24 hour. Product: C(=O)(O)C=1C=C2C(=CN(C2=CC1)C)CC1=C(C=C(C(=O)OC)C=C1)OC (methyl 4-(5-carboxy-1-methylindol-3-ylmethyl)-3-methoxybenzoate). Isolated yield 88.5%. Reaction SMILES: C([O:8][C:9]([C:11]1[CH:12]=[C:13]2[C:17](=[CH:18][CH:19]=1)[N:16]([CH3:20])[CH:15]=[C:14]2[CH2:21][C:22]1[CH:31]=[CH:30][C:25]([C:26]([O:28][CH3:29])=[O:27])=[CH:24][C:23]=1[O:32][CH3:33])=[O:10])C1C=CC=CC=1.C(O)=O>CN(C)C=O.[Pd]>[C:9]([C:11]1[CH:12]=[C:13]2[C:17](=[CH:18][CH:19]=1)[N:16]([CH3:20])[CH:15]=[C:14]2[CH2:21][C:22]1[CH:31]=[CH:30][C:25]([C:26]([O:28][CH3:29])=[O:27])=[CH:24][C:23]=1[O:32][CH3:33])([OH:10])=[O:8]. Reported procedure: A solution of methyl 4-(5-benzyloxycarbonyl-1-methylindol-3-ylmethyl)-3-methoxybenzoate (41.0 g) and formic acid (40 mL) in N,N-dimethylformamide (600 mL) was treated with 10% (w/w) palladium on carbon (10 g) and shaken under hydrogen (3.45 bar) for 24 hours. The catalyst was removed by filtration through diatomaceous earth and the filtrate evaporated to give an amber solid. The solid was triturated with warm diethyl ether and filtered to afford methyl 4-(5-carboxy-1-methylindol-3-ylmethyl)-3-me... The reactants are O (water), C1(CCCCC1)N=C=O (Cyclohexyl isocyanate), FC(C=1C=C(C(=O)N2[C@@H](CNCC2)CC2=CNC3=CC=CC=C23)C=C(C1)C(F)(F)F)(F)F ((2R)-1-[3,5-bis(trifluoromethyl)benzoyl]-2-(1H-indol-3-yl-methyl)piperazine). Solvent: ClCCl (dichloromethane), ClCCl (dichloromethane). Conditions: time 4 hour. Product: FC(C=1C=C(C(=O)N2[C@@H](CN(CC2)C(NC2CCCCC2)=O)CC2=CNC3=CC=CC=C23)C=C(C1)C(F)(F)F)(F)F ((2R)-1-[3,5-bis(trifluoromethyl)benzoyl]-4-cyclohexylcarbamoyl-2-(1H-indol-3-yl-methyl)piperazine). As a reaction SMILES: [CH:1]1([N:7]=[C:8]=[O:9])[CH2:6][CH2:5][CH2:4][CH2:3][CH2:2]1.[F:10][C:11]([F:41])([F:40])[C:12]1[CH:13]=[C:14]([CH:33]=[C:34]([C:36]([F:39])([F:38])[F:37])[CH:35]=1)[C:15]([N:17]1[CH2:22][CH2:21][NH:20][CH2:19][C@H:18]1[CH2:23][C:24]1[C:32]2[C:27](=[CH:28][CH:29]=[CH:30][CH:31]=2)[NH:26][CH:25]=1)=[O:16].O>ClCCl>[F:39][C:36]([F:37])([F:38])[C:34]1[CH:33]=[C:14]([CH:13]=[C:12]([C:11]([F:10])([F:40])[F:41])[CH:35]=1)[C:15]([N:17]1[CH2:22][CH2:21][N:20]([C:8](=[O:9])[NH:7][CH:1]2[CH2:6][CH2:5][CH2:4][CH2:3][CH2:2]2)[CH2:19][C@H:18]1[CH2:23][C:24]1[C:32]2[C:27](=[CH:28][CH:29]=[CH:30][CH:31]=2)[NH:26][CH:25]=1)=[O:16]. Reported procedure: Cyclohexyl isocyanate (0.06 ml) was added to a stirred solution of (2R)-1-[3,5-bis(trifluoromethyl)benzoyl]-2-(1H-indol-3-yl-methyl)piperazine (0.2 g) in dichloromethane (10 ml) at room temperature. After stirring for 4 hours, dichloromethane (10 ml) and water (5 ml) were added. The organic layer was separated, washed with brine and dried over magnesium sulfate. After evaporation of the solvent in vacuo, the residue was purified by column chromatography on silica gel, eluting with a mixture of d... Yields the product NOC1CCN(C2(c3ccc(OC(F)(F)F)cc3)CC2)CC1. Reaction SMILES: [Cl:36][CH2:37][Cl:38].[F:1][C:2]([O:3][c:4]1[cH:5][cH:6][c:7]([C:10]2([N:13]3[CH2:14][CH2:15][CH:16]([O:19][N:20]4[C:21](=[O:22])[c:23]5[c:24]([cH:25][cH:26][cH:27][cH:28]5)[C:29]4=[O:30])[CH2:17][CH2:18]3)[CH2:11][CH2:12]2)[cH:8][cH:9]1)([F:31])[F:32].[NH2:34][NH2:35].[OH2:33]>>[F:1][C:2]([O:3][c:4]1[cH:5][cH:6][c:7]([C:10]2([N:13]3[CH2:14][CH2:15][CH:16]([O:19][NH2:20])[CH2:17][CH2:18]3)[CH2:11][CH2:12]2)[cH:8][cH:9]1)([F:31])[F:32]. Reactants: ClCCl, O=C1c2ccccc2C(=O)N1OC1CCN(C2(c3ccc(OC(F)(F)F)cc3)CC2)CC1, NN, O. Reactants: C(N)(=O)C1=C(OCC2CO2)C=CC=C1 (1-(o-Carbamoylphenoxy)-2,3-epoxypropane), C(CN)N (ethylenediamine). Conditions: time 1 hour. The product is C(N)(=O)C1=C(OCC(CNCCN)O)C=CC=C1 (1-(o-carbamoylphenoxy)-3-(β-aminoethyl)aminopropan-2-ol). As a reaction SMILES: [C:1]([C:4]1[CH:14]=[CH:13][CH:12]=[CH:11][C:5]=1[O:6][CH2:7][CH:8]1[O:10][CH2:9]1)(=[O:3])[NH2:2].[CH2:15]([NH2:18])[CH2:16][NH2:17]>>[C:1]([C:4]1[CH:14]=[CH:13][CH:12]=[CH:11][C:5]=1[O:6][CH2:7][CH:8]([OH:10])[CH2:9][NH:17][CH2:16][CH2:15][NH2:18])(=[O:3])[NH2:2]. Reported procedure: 1-(o-Carbamoylphenoxy)-2,3-epoxypropane (20 g.) is added to ethylenediamine (125 ml.) and the mixture is stirred at laboratory temperature for 1 hour and then evaporated to dryness under reduced pressure. The residue is stirred with water (150 ml.), the mixture is filtered and the filtrate is evaporated to dryness under reduced pressure. The residue is crystallised from acetonitrile and there is thus obtained as residue 1-(o-carbamoylphenoxy)-3-(β-aminoethyl)aminopropan-2-ol, m.p. 91°-93° C. The solvent is ClCCCl (1,2-dichlorethane). Product: ClC1=C(C(=CC(=C1)OC1=CC(=C(C=C1)[N+](=O)[O-])OC1=CC(=C(C(=C1)Cl)C(F)(F)F)Cl)Cl)C(F)(F)F (1,3-bis(2,6-dichloro-α,α,α-trifluoro-p-tolyloxy)-4-nitrobenzene). Reactants: S(O)(O)(=O)=O (sulfuric acid), [N+](=O)(O)[O-] (nitric acid), ice, ClC1=C(C(=CC(=C1)OC1=CC(=CC=C1)OC1=CC(=C(C(=C1)Cl)C(F)(F)F)Cl)Cl)C(F)(F)F (1,3-bis(2,6-dichloro-α,α,α-trifluoro-p-tolyloxy)-benzene). Reaction SMILES: S(=O)(=O)(O)O.[N+:6]([O-:9])(O)=[O:7].[Cl:10][C:11]1[CH:16]=[C:15]([O:17][C:18]2[CH:23]=[CH:22][CH:21]=[C:20]([O:24][C:25]3[CH:30]=[C:29]([Cl:31])[C:28]([C:32]([F:35])([F:34])[F:33])=[C:27]([Cl:36])[CH:26]=3)[CH:19]=2)[CH:14]=[C:13]([Cl:37])[C:12]=1[C:38]([F:41])([F:40])[F:39]>ClCCCl>[Cl:10][C:11]1[CH:16]=[C:15]([O:17][C:18]2[CH:23]=[CH:22][C:21]([N+:6]([O-:9])=[O:7])=[C:20]([O:24][C:25]3[CH:26]=[C:27]([Cl:36])[C:28]([C:32]([F:33])([F:34])[F:35])=[C:29]([Cl:31])[CH:30]=3)[CH:19]=2)[CH:14]=[C:13]([Cl:37])[C:12]=1[C:38]([F:41])([F:40])[F:39]. Procedure: A cooled mixture of concentrated sulfuric acid (6.5 ml.) and nitric acid (4.4 ml.) is added with stirring to an ice cold solution of 1,3-bis(2,6-dichloro-α,α,α-trifluoro-p-tolyloxy)-benzene (11.1 g. 0.021 mol) in 1,2-dichlorethane (30 ml.). After thirty minutes at room temperature, the phases are allowed to separate and the organic phase washed twice with water. Benzene (200 ml.) is added and the solution washed twice with dilute sodium carbonate solution, dried, filtered through activated silic... Starting materials: B, C1CCOC1, O=C(O)c1ccc(O)cc1Cl, C1CCOC1, O. Reaction SMILES: [BH3:18].[CH2:19]1[O:20][CH2:21][CH2:22][CH2:23]1.[Cl:2][c:3]1[c:4]([C:5](=[O:6])[OH:7])[cH:8][cH:9][c:10]([OH:12])[cH:11]1.[O:13]1[CH2:14][CH2:15][CH2:16][CH2:17]1.[OH2:1]>>[Cl:2][c:3]1[c:4]([CH2:5][OH:6])[cH:8][cH:9][c:10]([OH:12])[cH:11]1. Product: OCc1ccc(O)cc1Cl.